From a dataset of the Open Reaction Database (ORD), a public repository of structured organic reaction records. describe an organic reaction: reactants, conditions, products, and yield Starting materials: OC1=CC=C(C(=O)OCC)C=C1 (ethyl 4-hydroxybenzoate), BrCC(=O)OCC (ethyl bromoacetate), [H-].[Na+] (sodium hydride). The solvent is CN(C=O)C (N,N-dimethylformamide), CN(C=O)C (N,N-dimethylformamide). Run at time 15 hour. The product is C(C)OC(COC1=CC=C(C(=O)OCC)C=C1)=O (ethyl 4-(2-ethoxy-2-oxo-ethoxy)benzoate). Yield: 95.8%. Reaction SMILES: [OH:1][C:2]1[CH:12]=[CH:11][C:5]([C:6]([O:8][CH2:9][CH3:10])=[O:7])=[CH:4][CH:3]=1.[H-].[Na+].Br[CH2:16][C:17]([O:19][CH2:20][CH3:21])=[O:18]>CN(C)C=O>[CH2:20]([O:19][C:17](=[O:18])[CH2:16][O:1][C:2]1[CH:3]=[CH:4][C:5]([C:6]([O:8][CH2:9][CH3:10])=[O:7])=[CH:11][CH:12]=1)[CH3:21] |f:1.2|. Procedure: 2 g (12 mmole) of ethyl 4-hydroxybenzoate were added to a N,N-dimethylformamide (10 ml) suspension including 0.32 g of sodium hydride under ice cooling. Furthermore, a N,N-dimethylformamide (5 ml) solution including 2.2 g (13 mmole) of ethyl bromoacetate was added dropwise thereto, and reaction was then carried out for 15 hours. After the reaction mixture had been concentrated, partition was carried out between ethyl acetate and water. The organic layer was then treated in an ordinary manner to ... Reactants: FC1(C(C1)CN1S(N(C2=C1C=CC(=C2)C2=C(C=CC(=N2)C(=O)OCC)C)C)(=O)=O)F (Ethyl 6-{1-[(2,2-difluorocyclopropyl)methyl]-3-methyl-2,2-dioxido-1,3-dihydro-2,1,3-benzothiadiazol-5-yl}-5-methylpyridine-2-carboxylate), CC(C)C[AlH]CC(C)C (DIBAL-H). Run in C1CCOC1 (THF). Reaction conditions: temperature -78 celsius. The product is FC1(C(C1)CN1S(N(C2=C1C=CC(=C2)C2=C(C=CC(=N2)CO)C)C)(=O)=O)F ((6-{1-[(2,2-difluorocyclopropyl)methyl]-3-methyl-2,2-dioxido-1,3-dihydro-2,1,3-benzothiadiazol-5-yl}-5-methylpyridin-2-yl)methanol). As a reaction SMILES: [F:1][C:2]1([F:30])[CH2:4][CH:3]1[CH2:5][N:6]1[C:10]2[CH:11]=[CH:12][C:13]([C:15]3[N:20]=[C:19]([C:21](OCC)=[O:22])[CH:18]=[CH:17][C:16]=3[CH3:26])=[CH:14][C:9]=2[N:8]([CH3:27])[S:7]1(=[O:29])=[O:28].CC(C[AlH]CC(C)C)C>C1COCC1>[F:30][C:2]1([F:1])[CH2:4][CH:3]1[CH2:5][N:6]1[C:10]2[CH:11]=[CH:12][C:13]([C:15]3[N:20]=[C:19]([CH2:21][OH:22])[CH:18]=[CH:17][C:16]=3[CH3:26])=[CH:14][C:9]=2[N:8]([CH3:27])[S:7]1(=[O:28])=[O:29]. Procedure details: Ethyl 6-{1-[(2,2-difluorocyclopropyl)methyl]-3-methyl-2,2-dioxido-1,3-dihydro-2,1,3-benzothiadiazol-5-yl}-5-methylpyridine-2-carboxylate (26-5) (85 mg, 0.19 mmol, 1 eq) was dissolved in THF (1 mL) and cooled to −78° C. DIBAL-H (0.97 mL, 0.97 mmol, 5.0 eq, 1.0 M in heptane) was added and the mixture was stirred at the same temperature. After 20 minutes the reaction was quenched by an addition of Rochelle's Salt (1 mL) and stirred for 2 hours warming to ambient temperature. The mixture was extract... The reactants are FC(C1=C(CN2N=CC3=CC(=CC=C23)\C=C/2\C(NC(S2)=O)=O)C=CC(=C1)C(F)(F)F)(F)F ((5Z)-5-({1-[2,4-bis(trifluoromethyl)benzyl]-1H-indazol-5-yl}methylidene)-2,4-dioxo-1,3-thiazolidine), C1O[C@H](CN2[C@H]1CCC2)CO ([(3R,8aS)-hexahydro-1H-pyrrolo[2,1-c][1,4]oxazin-3-yl]methanol). Yields the product FC(C1=C(CN2N=CC3=CC(=CC=C23)\C=C/2\C(N(C(S2)=O)C[C@H]2CN3[C@H](CO2)CCC3)=O)C=CC(=C1)C(F)(F)F)(F)F ((5Z)-5-({1-[2,4-Bis(trifluoromethyl)benzyl]-1H-indazol-5-yl}methylidene)-3-[(3R,8aS)-hexahydro-1H-pyrrolo[2,1-c][1,4]oxazin-3-ylmethyl]-1,3-thiazolidine-2,4-dione). RXN SMILES: [F:1][C:2]([F:32])([F:31])[C:3]1[CH:26]=[C:25]([C:27]([F:30])([F:29])[F:28])[CH:24]=[CH:23][C:4]=1[CH2:5][N:6]1[C:14]2[C:9](=[CH:10][C:11](/[CH:15]=[C:16]3/[C:17](=[O:22])[NH:18][C:19](=[O:21])[S:20]/3)=[CH:12][CH:13]=2)[CH:8]=[N:7]1.[CH2:33]1[C@@H:38]2[CH2:39][CH2:40][CH2:41][N:37]2[CH2:36][C@H:35]([CH2:42]O)[O:34]1>>[F:32][C:2]([F:31])([F:1])[C:3]1[CH:26]=[C:25]([C:27]([F:29])([F:28])[F:30])[CH:24]=[CH:23][C:4]=1[CH2:5][N:6]1[C:14]2[C:9](=[CH:10][C:11](/[CH:15]=[C:16]3/[C:17](=[O:22])[N:18]([CH2:42][C@@H:35]4[O:34][CH2:33][C@@H:38]5[CH2:39][CH2:40][CH2:41][N:37]5[CH2:36]4)[C:19](=[O:21])[S:20]/3)=[CH:12][CH:13]=2)[CH:8]=[N:7]1. Procedure details: (5Z)-5-({1-[2,4-Bis(trifluoromethyl)benzyl]-1H-indazol-5-yl}methylidene)-3-[(3R,8aS)-hexahydro-1H-pyrrolo[2,1-c][1,4]oxazin-3-ylmethyl]-1,3-thiazolidine-2,4-dione was prepared from [(5Z)-5-({1-[2,4-bis(trifluoromethyl)benzyl]-1H-indazol-5-yl}methylidene)-2,4-dioxo-1,3-thiazolidine (from Example 6) and [(3R,8aS)-hexahydro-1H-pyrrolo[2,1-c][1,4]oxazin-3-yl]methanol (prepared as described in WO 2004/006846) following General Procedure J.